From a dataset of the Open Reaction Database (ORD), a public repository of structured organic reaction records. describe an organic reaction: reactants, conditions, products, and yield Starting materials: Cl.NCC(=O)NC(C1=CC=CC=C1)C1=CC=C(C=C1)Cl (rac-2-amino-N-[(4-chloro-phenyl)-phenyl-methyl]-acetamide hydrochloride), C(C1=CC=NC=C1)(=O)O (isonicotinic acid). Yields the product ClC1=CC=C(C=C1)C(C1=CC=CC=C1)NC(=O)CNC(C1=CC=NC=C1)=O (rac-N-({[(4-Chloro-phenyl)-phenyl-methyl]-carbamoyl}-methyl)-isonicotinamide). Reaction SMILES: Cl.[NH2:2][CH2:3][C:4]([NH:6][CH:7]([C:14]1[CH:19]=[CH:18][C:17]([Cl:20])=[CH:16][CH:15]=1)[C:8]1[CH:13]=[CH:12][CH:11]=[CH:10][CH:9]=1)=[O:5].[C:21](O)(=[O:28])[C:22]1[CH:27]=[CH:26][N:25]=[CH:24][CH:23]=1>>[Cl:20][C:17]1[CH:18]=[CH:19][C:14]([CH:7]([NH:6][C:4]([CH2:3][NH:2][C:21](=[O:28])[C:22]2[CH:27]=[CH:26][N:25]=[CH:24][CH:23]=2)=[O:5])[C:8]2[CH:13]=[CH:12][CH:11]=[CH:10][CH:9]=2)=[CH:15][CH:16]=1 |f:0.1|. Procedure details: Prepared in analogy to example 1.12 from rac-2-amino-N-[(4-chloro-phenyl)-phenyl-methyl]-acetamide hydrochloride (Example 3.1) and isonicotinic acid.